Dataset: the Open Reaction Database (ORD), a public repository of structured organic reaction records. Task: describe an organic reaction: reactants, conditions, products, and yield RXN SMILES: [CH2:14]([Li:15])[CH2:16][CH2:17][CH3:18].[CH2:40]1[O:41][CH2:42][CH2:43][CH2:44]1.[CH3:36][C:37]([CH3:38])=[O:39].[CH3:46][C:47](=[O:48])[OH:49].[CH3:8][CH2:9][CH2:10][CH2:11][CH2:12][CH3:13].[CH:1]([NH:2][CH:3]([CH3:4])[CH3:5])([CH3:6])[CH3:7].[Cl:19][c:20]1[c:21]([C:22]#[N:23])[cH:24][cH:25][c:26]([N:28]2[CH:29]([CH3:35])[CH:30]([OH:34])[CH2:31][C:32]2=[O:33])[cH:27]1.[OH2:45]>>[Cl:19][c:20]1[c:21]([C:22]#[N:23])[cH:24][cH:25][c:26]([N:28]2[CH:29]([CH3:35])[CH:30]([OH:34])[CH:31]([C:37]([CH3:36])([CH3:38])[OH:39])[C:32]2=[O:33])[cH:27]1. Product: CC1C(O)C(C(C)(C)O)C(=O)N1c1ccc(C#N)c(Cl)c1. The reactants are [Li]CCCC, C1CCOC1, CC(C)=O, CC(=O)O, CCCCCC, CC(C)NC(C)C, CC1C(O)CC(=O)N1c1ccc(C#N)c(Cl)c1, O. Reactants: CO, [Na+], [OH-], COC(=O)c1sccc1-n1cccc1. Product: O=C(O)c1sccc1-n1cccc1. RXN SMILES: [CH3:17][OH:18].[Na+:16].[OH-:15].[n:1]1(-[c:6]2[c:7]([C:11](=[O:12])[O:13][CH3:14])[s:8][cH:9][cH:10]2)[cH:2][cH:3][cH:4][cH:5]1>>[n:1]1(-[c:6]2[c:7]([C:11](=[O:12])[OH:13])[s:8][cH:9][cH:10]2)[cH:2][cH:3][cH:4][cH:5]1. Reactants: ClC=1OC2=C(N1)C=CC=C2 (2-chlorobenzo[d]oxazole), N1CCNCCC1 (homopiperazine). Solvent: CC#N (CH3CN). Yields the product N1(CCNCCC1)C=1OC2=C(N1)C=CC=C2 (2-(1,4-diazepan-1-yl)benzo[d]oxazole). Yield: 38.7%. Reaction SMILES: Cl[C:2]1[O:3][C:4]2[CH:10]=[CH:9][CH:8]=[CH:7][C:5]=2[N:6]=1.[NH:11]1[CH2:17][CH2:16][CH2:15][NH:14][CH2:13][CH2:12]1>CC#N>[N:11]1([C:2]2[O:3][C:4]3[CH:10]=[CH:9][CH:8]=[CH:7][C:5]=3[N:6]=2)[CH2:17][CH2:16][CH2:15][NH:14][CH2:13][CH2:12]1. Procedure: In a 40 mL vial at room temperature, 2-chlorobenzo[d]oxazole (760 mg, 5 mmol) was added to a solution of homopiperazine (2 g, 20 mmol) in CH3CN. The reaction mixture gradually turned into a suspension. Upon standing for additional half an hour, solid was filtered off and the collected filtrate was directly subjected to chromatography (Isco, gradient elution, CH2Cl2 to 9:1 CH2Cl2/MeOH). 420 mg of the desired product was isolated (MS, M++H=218.1). Starting materials: COc1cc2c(O)ccnc2cc1OCc1ccccc1, CN(C)c1ccncc1, ClCCl, O=S(=O)(Cl)C(F)(F)F, O, Cc1cccc(C)n1. The product is COc1cc2c(OS(=O)(=O)C(F)(F)F)ccnc2cc1OCc1ccccc1. RXN SMILES: [CH2:1]([c:2]1[cH:3][cH:4][cH:5][cH:6][cH:7]1)[O:8][c:9]1[c:10]([O:20][CH3:21])[cH:11][c:12]2[c:13]([OH:19])[cH:14][cH:15][n:16][c:17]2[cH:18]1.[CH3:41][N:42]([CH3:43])[c:44]1[cH:45][cH:46][n:47][cH:48][cH:49]1.[Cl:22][CH2:23][Cl:24].[F:33][C:34]([S:35](=[O:36])(=[O:37])[Cl:38])([F:39])[F:40].[OH2:50].[n:25]1[c:26]([CH3:27])[cH:28][cH:29][cH:30][c:31]1[CH3:32]>>[CH2:1]([c:2]1[cH:3][cH:4][cH:5][cH:6][cH:7]1)[O:8][c:9]1[c:10]([O:20][CH3:21])[cH:11][c:12]2[c:13]([O:19][S:35]([C:34]([F:33])([F:39])[F:40])(=[O:36])=[O:37])[cH:14][cH:15][n:16][c:17]2[cH:18]1. Reactants: FC=1C=C2C(C(NC2=CC1)=O)=O (5-fluoroisatin), Cl.NCC(=O)C1=CC=C(C=C1)C1=CC=C(C=C1)F (2-amino-1-(4'-fluoro-[1,1'-biphenyl]-4-yl)-ethanone hydrochloride), O (water). Yields the product NC=1C(=NC2=CC=C(C=C2C1C(=O)O)F)C1=CC=C(C=C1)C1=CC=C(C=C1)F (3-Amino-6-fluoro-2-(4'-fluoro[1,1'-biphenyl]-4-yl)-4-quinolinecarboxylic acid). Reaction SMILES: [F:1][C:2]1[CH:3]=[C:4]2[C:8](=[CH:9][CH:10]=1)[NH:7][C:6](=[O:11])[C:5]2=O.Cl.[NH2:14][CH2:15][C:16]([C:18]1[CH:23]=[CH:22][C:21]([C:24]2[CH:29]=[CH:28][C:27]([F:30])=[CH:26][CH:25]=2)=[CH:20][CH:19]=1)=O.[OH2:31]>>[NH2:14][C:15]1[C:16]([C:18]2[CH:23]=[CH:22][C:21]([C:24]3[CH:29]=[CH:28][C:27]([F:30])=[CH:26][CH:25]=3)=[CH:20][CH:19]=2)=[N:7][C:8]2[C:4]([C:5]=1[C:6]([OH:11])=[O:31])=[CH:3][C:2]([F:1])=[CH:10][CH:9]=2 |f:1.2|. Reported procedure: A basic aqueous solution of 4.13 g of 5-fluoroisatin in water was reacted with 9.3 g of 2-amino-1-(4'-fluoro-[1,1'-biphenyl]-4-yl)-ethanone hydrochloride by the procedure described in example 20, giving 7.13 g of the desired compound as a yellow solid, mp 241°-243° C. Starting materials: CC(=O)O[BH-](OC(C)=O)OC(C)=O, CC(C)[O-], CC(C)[O-], CC(C)[O-], CC(C)[O-], O=C1CC2CCC1C2, CC(Cl)Cl, O=C([O-])C1=CC2(CCNCC2)c2ccccc21, [Na+], [Ti+4]. Yields the product O=C(O)C1=CC2(CCN(C3CC4CCC3C4)CC2)c2ccccc21. RXN SMILES: [C:26]([O:27][BH-:28]([O:29][C:30](=[O:31])[CH3:32])[O:33][C:34](=[O:35])[CH3:36])(=[O:37])[CH3:38].[CH3:44][CH:45]([CH3:46])[O-:47].[CH3:49][CH:50]([CH3:51])[O-:52].[CH3:53][CH:54]([CH3:55])[O-:56].[CH3:57][CH:58]([CH3:59])[O-:60].[CH:18]12[C:19](=[O:25])[CH2:20][CH:21]([CH2:22][CH2:23]1)[CH2:24]2.[Cl:40][CH:41]([Cl:42])[CH3:43].[NH:1]1[CH2:2][CH2:3][C:4]2([CH:5]=[C:6]([C:13](=[O:14])[O-:15])[c:7]3[cH:8][cH:9][cH:10][cH:11][c:12]32)[CH2:16][CH2:17]1.[Na+:39].[Ti+4:48]>>[N:1]1([CH:19]2[CH:18]3[CH2:23][CH2:22][CH:21]([CH2:20]2)[CH2:24]3)[CH2:2][CH2:3][C:4]2([CH:5]=[C:6]([C:13](=[O:14])[OH:15])[c:7]3[cH:8][cH:9][cH:10][cH:11][c:12]32)[CH2:16][CH2:17]1. Starting materials: FC1=CC=C(C=C1)N1N=CC2=CC(=CC=C12)O[C@@H]([C@H](C)N)C1=CC(=CC=C1)OC ((1R,2S)-1-{[1-(4-fluorophenyl)-1H-indazol-5-yl]oxy}-1-(3-methoxyphenyl)propan-2-amine), CC1=C(N=CS1)C(=O)O (5-methylthiazole-4-carboxylic acid). Yields the product FC1=CC=C(C=C1)N1N=CC2=CC(=CC=C12)O[C@@H]([C@H](C)NC(=O)C=1N=CSC1C)C1=CC(=CC=C1)OC (N-[(1R,2S)-1-[1-(4-fluorophenyl)indazol-5-yl]oxy-1-(3-methoxyphenyl)propan-2yl]-5-methyl-1,3-thiazole-4-carboxamide). RXN SMILES: [F:1][C:2]1[CH:7]=[CH:6][C:5]([N:8]2[C:16]3[C:11](=[CH:12][C:13]([O:17][C@H:18]([C:22]4[CH:27]=[CH:26][CH:25]=[C:24]([O:28][CH3:29])[CH:23]=4)[C@@H:19]([NH2:21])[CH3:20])=[CH:14][CH:15]=3)[CH:10]=[N:9]2)=[CH:4][CH:3]=1.[CH3:30][C:31]1[S:35][CH:34]=[N:33][C:32]=1[C:36](O)=[O:37]>>[F:1][C:2]1[CH:3]=[CH:4][C:5]([N:8]2[C:16]3[C:11](=[CH:12][C:13]([O:17][C@H:18]([C:22]4[CH:27]=[CH:26][CH:25]=[C:24]([O:28][CH3:29])[CH:23]=4)[C@@H:19]([NH:21][C:36]([C:32]4[N:33]=[CH:34][S:35][C:31]=4[CH3:30])=[O:37])[CH3:20])=[CH:14][CH:15]=3)[CH:10]=[N:9]2)=[CH:6][CH:7]=1. Procedure details: Prepared as described in Example 269 from (1R,2S)-1-(1-(4-fluorophenyl)-1H-indazol-5-yloxy)-1-(3-methoxyphenyl)propan-2-amine (6a, 50 mg, 0.13 mmol) and 5-methylthiazole-4-carboxylic acid (21 mg, 0.15 mmol).